From a dataset of the Open Reaction Database (ORD), a public repository of structured organic reaction records. describe an organic reaction: reactants, conditions, products, and yield The reactants are C(C1=CC=CC=C1)N1CC(C(CC1)O)CC (1-benzyl-3-ethyl-4-hydroxypiperidine). The reagents and catalysts are [OH-].[Pd+2].[OH-] (palladium hydroxide), [OH-].[Pd+2].[OH-] (palladium hydroxide). Run in CO (methanol), [H][H] (hydrogen), CO (methanol). The product is C(C)C1CNCCC1O (3-ethyl-4-hydroxypiperidine). As a reaction SMILES: C([N:8]1[CH2:13][CH2:12][CH:11]([OH:14])[CH:10]([CH2:15][CH3:16])[CH2:9]1)C1C=CC=CC=1>CO.[H][H].[OH-].[Pd+2].[OH-]>[CH2:15]([CH:10]1[CH:11]([OH:14])[CH2:12][CH2:13][NH:8][CH2:9]1)[CH3:16] |f:3.4.5|. Procedure details: A mixture of 1-benzyl-3-ethyl-4-hydroxypiperidine (5.0 g, 22.0 mmole) and palladium hydroxide (1.5 g) in methanol (100 ml) was stirred at 5.0 g, 22.0 mmole) and palladium hydroxide (1.5 g) in methanol (100 ml) was stirred at 50-55° C. in hydrogen atmosphere (1 atm.) for 20 hr. The catalyst was filtered off, washed with methanol, and filtrate was concentrated to dryness to give 3-ethyl-4-hydroxypiperidine as oil. Yield 2.9 g (94%), C7H15NO, m/z 130 (M+1). The reactants are ClC1=C(OC2=CC(=C(C=C2)[N+](=O)[O-])[N+](=O)[O-])C=CC(=C1)C(F)(F)F (4-(2-chloro-4-trifluoromethylphenoxy)-1,2-dinitrobenzene), C(C)P(OC)OC (dimethyl ethylphosphonite). Run in C(C)#N (acetonitrile). Yields the product C(C)P(OC)(=O)C1=C(C=CC(=C1)OC1=C(C=C(C=C1)C(F)(F)F)Cl)[N+](=O)[O-] (methyl P-ethyl-2-nitro-5-(2-chloro-4-trifluoromethylphenoxy)phenylphosphinate). Reaction SMILES: [Cl:1][C:2]1[CH:20]=[C:19]([C:21]([F:24])([F:23])[F:22])[CH:18]=[CH:17][C:3]=1[O:4][C:5]1[CH:10]=[CH:9][C:8]([N+:11]([O-:13])=[O:12])=[C:7]([N+]([O-])=O)[CH:6]=1.[CH2:25]([P:27]([O:30]C)[O:28][CH3:29])[CH3:26]>C(#N)C>[CH2:25]([P:27]([C:7]1[CH:6]=[C:5]([O:4][C:3]2[CH:17]=[CH:18][C:19]([C:21]([F:24])([F:23])[F:22])=[CH:20][C:2]=2[Cl:1])[CH:10]=[CH:9][C:8]=1[N+:11]([O-:13])=[O:12])(=[O:30])[O:28][CH3:29])[CH3:26]. Procedure details: Following the procedure of Example 1, 1.5 g (4.14 mmol) of 4-(2-chloro-4-trifluoromethylphenoxy)-1,2-dinitrobenzene, 0.81 g (6.6 mmol) of dimethyl ethylphosphonite and 3 ml of acetonitrile are reacted together to give methyl P-ethyl-2-nitro-5-(2-chloro-4-trifluoromethylphenoxy)phenylphosphinate.